From a dataset of the Open Reaction Database (ORD), a public repository of structured organic reaction records. describe an organic reaction: reactants, conditions, products, and yield Starting materials: C(=O)(OCC1C2=CC=CC=C2C2=CC=CC=C12)N[C@@H](CSC(C1=CC=CC=C1)(C1=CC=CC=C1)C1=CC=CC=C1)C(=O)O (Fmoc-S-trityl-L-cysteine), C1(=CC=CC=C1)C (toluene), di-tert-butyl-dimethylformamide acetal. Conditions: temperature 80 celsius. Product: C(C)(C)(C)OC([C@@H](NC(=O)OCC1=CC=CC=2C3=CC=CC=C3CC12)CSC(C1=CC=CC=C1)(C1=CC=CC=C1)C1=CC=CC=C1)=O (N-Fluorenylmethoxycarbonyl-S-trityl-L-Cysteine-t-butyl ester). Reaction SMILES: [C:1]([NH:18][C@H:19]([C:41]([OH:43])=[O:42])[CH2:20][S:21][C:22]([C:35]1[CH:40]=[CH:39][CH:38]=[CH:37][CH:36]=1)([C:29]1[CH:34]=[CH:33][CH:32]=[CH:31][CH:30]=1)[C:23]1[CH:28]=[CH:27][CH:26]=[CH:25][CH:24]=1)([O:3][CH2:4]C1C2C(=CC=CC=2)C2C1=CC=CC=2)=[O:2].[C:44]1([CH3:50])[CH:49]=[CH:48][CH:47]=[CH:46][CH:45]=1>>[C:29]([O:43][C:41](=[O:42])[C@H:19]([CH2:20][S:21][C:22]([C:23]1[CH:24]=[CH:25][CH:26]=[CH:27][CH:28]=1)([C:35]1[CH:40]=[CH:39][CH:38]=[CH:37][CH:36]=1)[C:29]1[CH:30]=[CH:31][CH:32]=[CH:33][CH:34]=1)[NH:18][C:1]([O:3][CH2:4][C:48]1[C:49]2[CH2:26][C:25]3[C:50](=[CH:27][CH:28]=[CH:23][CH:24]=3)[C:44]=2[CH:45]=[CH:46][CH:47]=1)=[O:2])([CH3:34])([CH3:30])[CH3:22]. Procedure details: A suspension of Fmoc-S-trityl-L-cysteine (2.9 g, 5 mmol) in dry toluene (10 mL) was heated to 80° C. To this suspension was added over 20 min., di-tert-butyl-dimethylformamide acetal (4.8 mL, 20 mmol). The solution was cooled, washed with water, saturated sodium bicarbonate (2×10 mL), and evaporated. The residue was purified by flash chromatography eluting with ethyl acetate/hexanes (15/85), to give 2.2 g of N-Fluorenylmethoxycarbonyl-S-trityl-L-Cysteine-t-butyl ester. Starting materials: COC1=C(CC(C(=O)OCC)C(=O)OCC)C=C2C(=C1)OCO2 (diethyl 2-(2-methoxy-4,5-methylenedioxybenyl)-malonate), [OH-].[K+] (potassium hydroxide). The solvent is C(C)O (ethanol), O (water). The product is C(C)OC(=O)C(C(=O)O)CC1=CC2=C(C=C1)OCO2 (2-Ethoxycarbonyl-3-(3,4-methylenedioxyphenyl)propanoic acid). Yield: 98.5%. Reaction SMILES: CO[C:3]1[CH:20]=[C:19]2[O:21][CH2:22][O:23][C:18]2=[CH:17][C:4]=1[CH2:5][CH:6]([C:12]([O:14]CC)=[O:13])[C:7]([O:9][CH2:10][CH3:11])=[O:8].[OH-].[K+]>C(O)C.O>[CH2:10]([O:9][C:7]([CH:6]([CH2:5][C:4]1[CH:3]=[CH:20][C:19]2[O:21][CH2:22][O:23][C:18]=2[CH:17]=1)[C:12]([OH:14])=[O:13])=[O:8])[CH3:11] |f:1.2|. Procedure details: To a solution of the diethyl 2-(2-methoxy-4,5-methylenedioxybenyl)-malonate (20.0 g, 0.066 mol) of in ethanol (50 ml) was added a solution of potassium hydroxide (3.5 g, 0.066 mol) in water (25 ml). The solution was stirred at reflux for 6 h. After concentrating the aqueous layer was washed with ether and acidified with concentrated HCl to pH 1 and extracted with ethyl acetate. The organic extracts were dried (Na2SO4) and concentrated to afford the title compound as a yellow solid (17.3 g, 89%).